This data is from the Open Reaction Database (ORD), a public repository of structured organic reaction records. The task is: describe an organic reaction: reactants, conditions, products, and yield Starting materials: C1(=CC=CC=C1)C1=CC=C2CC(NC2=C1)=O (6-phenyl-2-oxindole), CN(CCOC=1C=C2C=C(NC2=CC1)C=O)C (5-(2-dimethylamino-ethoxy)-1H-indole-2-carbaldehyde), N1CCCCC1 (piperidine). The solvent is C(C)O (ethanol). Run at temperature 100 celsius. The product is CN(CCOC=1C=C2C=C(NC2=CC1)C=C1C(NC2=CC(=CC=C12)C1=CC=CC=C1)=O)C (3-[5-(2-Dimethylamino-ethoxy)-1H-indol-2-ylmethylene]-6-phenyl-1,3-dihydro-indol-2-one). Isolated yield 76.5%. As a reaction SMILES: [C:1]1([C:7]2[CH:15]=[C:14]3[C:10]([CH2:11][C:12](=[O:16])[NH:13]3)=[CH:9][CH:8]=2)[CH:6]=[CH:5][CH:4]=[CH:3][CH:2]=1.[CH3:17][N:18]([CH3:33])[CH2:19][CH2:20][O:21][C:22]1[CH:23]=[C:24]2[C:28](=[CH:29][CH:30]=1)[NH:27][C:26]([CH:31]=O)=[CH:25]2.N1CCCCC1>C(O)C>[CH3:17][N:18]([CH3:33])[CH2:19][CH2:20][O:21][C:22]1[CH:23]=[C:24]2[C:28](=[CH:29][CH:30]=1)[NH:27][C:26]([CH:31]=[C:11]1[C:10]3[C:14](=[CH:15][C:7]([C:1]4[CH:2]=[CH:3][CH:4]=[CH:5][CH:6]=4)=[CH:8][CH:9]=3)[NH:13][C:12]1=[O:16])=[CH:25]2. Procedure details: A mixture of 6-phenyl-2-oxindole (45 mg, 0.21 mmol), 5-(2-dimethylamino-ethoxy)-1H-indole-2-carbaldehyde (50 mg, 0.21 mmol) and piperidine (0.1 mL) in ethanol (1 mL) was heated at 100° C. for 2 hours. The precipitate was collected by vacuum filtration, washed with ethanol and dried to give 68 mg (76%) of the title compound as a solid. Reactants: CC(C)c1cc(Br)cc(C(C)C)c1N, Cl[Cu]Cl, [K+], [OH-], Oc1ccccc1, Cc1ccccc1C. Product: CC(C)c1cc(Oc2ccccc2)cc(C(C)C)c1N. As a reaction SMILES: [CH:10]([CH3:11])([CH3:12])[c:13]1[c:14]([NH2:15])[c:16]([CH:21]([CH3:22])[CH3:23])[cH:17][c:18]([Br:20])[cH:19]1.[Cu:32]([Cl:33])[Cl:34].[K+:9].[OH-:8].[OH:1][c:2]1[cH:3][cH:4][cH:5][cH:6][cH:7]1.[c:24]1([CH3:25])[c:26]([CH3:27])[cH:28][cH:29][cH:30][cH:31]1>>[O:1]([c:2]1[cH:3][cH:4][cH:5][cH:6][cH:7]1)[c:18]1[cH:17][c:16]([CH:21]([CH3:22])[CH3:23])[c:14]([NH2:15])[c:13]([CH:10]([CH3:11])[CH3:12])[cH:19]1. The reactants are C(#N)C=1C=C(SC1SC)C(=O)OC(C)(C)C (tert-butyl 4-cyano-5-(methylthio)thiophene-2-carboxylate), OOS(=O)[O-].[K+] (oxone), CN(C=O)C (dimethylformamide), ice water. Run at time 16 hour. The product is C(#N)C=1C=C(SC1S(=O)(=O)C)C(=O)OC(C)(C)C (tert-butyl 4-cyano-5-(methylsulfonyl)thiophene-2-carboxylate). As a reaction SMILES: [C:1]([C:3]1[CH:4]=[C:5]([C:10]([O:12][C:13]([CH3:16])([CH3:15])[CH3:14])=[O:11])[S:6][C:7]=1SC)#[N:2].O[O:18][S:19]([O-:21])=O.[K+].[CH3:23]N(C)C=O>>[C:1]([C:3]1[CH:4]=[C:5]([C:10]([O:12][C:13]([CH3:14])([CH3:16])[CH3:15])=[O:11])[S:6][C:7]=1[S:19]([CH3:23])(=[O:21])=[O:18])#[N:2] |f:1.2|. Reported procedure: A mixture of tert-butyl 4-cyano-5-(methylthio)thiophene-2-carboxylate (1.4 g, 5.5 mmol) and oxone (14.4 g, 21.5 mmol) in dimethylformamide (100 mL) was stirred at room temperature for 16 hours. The reaction mixture was then poured into ice/water (400 mL) and extracted with ethyl acetate. Organic layer was washed with water, dried over anhydrous sodium sulfate and evaporated to dryness to afford 1.5 g of the title compound. Solvent: C(=S)=S (carbon disulfide). Product: C(C)(=O)C1=CC=C(C=C1)OC1=C(C=C(C=C1)Cl)C(F)(F)F (1-acetyl-4-(2-trifluoromethyl-4-chlorophenoxy)-benzene). Starting materials: FC(C1=C(OC2=CC=CC=C2)C=CC(=C1)Cl)(F)F (4-(2-trifluoromethyl-4-chlorophenoxy)-benzene), C(C)(=O)Cl (acetyl chloride), ferric chloride. Procedure details: In this preparation 23.18 g (0.085 mol) of 4-(2-trifluoromethyl-4-chlorophenoxy)-benzene and 6.66 g (0.085 mol) of acetyl chloride are admixed with 200 ml of carbon disulfide and then 27.52 g (0.17 mol) of ferric chloride is added and the resulting mixture stirred at room temperature for about 23 hours. The mixture is then washed three times with ice-water, dried over magnesium sulfite and filtered. The filtrate is evaporated to dryness and the residue chromatographed on a silica gel column elut... Reaction conditions: time 23 hour. As a reaction SMILES: [F:1][C:2]([F:18])([F:17])[C:3]1[CH:15]=[C:14]([Cl:16])[CH:13]=[CH:12][C:4]=1[O:5][C:6]1[CH:11]=[CH:10][CH:9]=[CH:8][CH:7]=1.[C:19](Cl)(=[O:21])[CH3:20]>C(=S)=S>[C:19]([C:9]1[CH:8]=[CH:7][C:6]([O:5][C:4]2[CH:12]=[CH:13][C:14]([Cl:16])=[CH:15][C:3]=2[C:2]([F:1])([F:17])[F:18])=[CH:11][CH:10]=1)(=[O:21])[CH3:20]. Starting materials: BrC=1C=C2C(=NNC(C2=CC1)=O)Cl (6-bromo-4-chloro-2H-phthalazin-1-one), CN(CCCN1CCNCC1)C (1-[3-(dimethylamino)propyl]piperazine), C=1C=CC(=CC1)P(C=2C=CC=CC2)C3=CC=C4C=CC=CC4=C3C5=C6C=CC=CC6=CC=C5P(C=7C=CC=CC7)C=8C=CC=CC8 (rac-BINAP), CC(C)(C)[O-].[Na+] (NaOtBu). The reagents and catalysts are C=1C=CC(=CC1)/C=C/C(=O)/C=C/C2=CC=CC=C2.C=1C=CC(=CC1)/C=C/C(=O)/C=C/C2=CC=CC=C2.C=1C=CC(=CC1)/C=C/C(=O)/C=C/C2=CC=CC=C2.[Pd].[Pd] (Pd2(dba)3). Run in CC(=O)N(C)C (DMA), CCOC(=O)C (EtOAc). Yields the product ClC1=NNC(C2=CC=C(C=C12)N1CCN(CC1)CCCN(C)C)=O (4-chloro-6-[4-(3-dimethylamino-propyl)-piperazin-1-yl]-2H-phthalazin-1-one). Yield: 18.8%. RXN SMILES: Br[C:2]1[CH:3]=[C:4]2[C:9](=[CH:10][CH:11]=1)[C:8](=[O:12])[NH:7][N:6]=[C:5]2[Cl:13].[CH3:14][N:15]([CH3:25])[CH2:16][CH2:17][CH2:18][N:19]1[CH2:24][CH2:23][NH:22][CH2:21][CH2:20]1.C1C=CC(P(C2C(C3C(P(C4C=CC=CC=4)C4C=CC=CC=4)=CC=C4C=3C=CC=C4)=C3C(C=CC=C3)=CC=2)C2C=CC=CC=2)=CC=1.CC([O-])(C)C.[Na+]>CC(N(C)C)=O.CCOC(C)=O.C1C=CC(/C=C/C(/C=C/C2C=CC=CC=2)=O)=CC=1.C1C=CC(/C=C/C(/C=C/C2C=CC=CC=2)=O)=CC=1.C1C=CC(/C=C/C(/C=C/C2C=CC=CC=2)=O)=CC=1.[Pd].[Pd]>[Cl:13][C:5]1[C:4]2[C:9](=[CH:10][CH:11]=[C:2]([N:22]3[CH2:23][CH2:24][N:19]([CH2:18][CH2:17][CH2:16][N:15]([CH3:14])[CH3:25])[CH2:20][CH2:21]3)[CH:3]=2)[C:8](=[O:12])[NH:7][N:6]=1 |f:3.4,7.8.9.10.11|. Reported procedure: A mixture 6-bromo-4-chloro-2H-phthalazin-1-one (150 mg, 0.578 mmol), 1-[3-(dimethylamino)propyl]piperazine (112 mg, 0.654 mmol), Pd2(dba)3 (53 mg, 0.0578 mmol), rac-BINAP (108 mg, 0.173 mmol) and NaOtBu (139 mg, 1.445 mmol) in DMA (5 mL) was heated at 85° C. for 1 h. The mixture was allowed to cool, diluted with EtOAc and washed with water. The organic layer was washed with sat.aq. NaHCO3, brine and dried (Na2SO4). Preparatory HPLC afforded 4-chloro-6-[4-(3-dimethylamino-propyl)-piperazin-1-yl]-... Starting materials: ClC1=C(C(=CC=C1)Cl)CN1C[C@@]([C@@H](C1)C)(C(NC1CCN(CC1)CCCCCC)=O)CC(=O)OC(C)(C)C (tert-Butyl 2-[(3R*,4S*)-1-[(2,6-dichlorophenyl)methyl]-3-[(1-hexylpiperidin-4-yl)carbamoyl]-4-methylpyrrolidin-3-yl]acetate). Reagents/catalysts: [OH-].[Pd+2].[OH-] (palladium hydroxide). Solvent: CO (Methanol). Run at time 2 hour. Yields the product C(CCCCC)N1CCC(CC1)NC(=O)[C@]1(CNC[C@H]1C)CC(=O)OC(C)(C)C (tert-Butyl 2-[(3R*,4S*)-3-[(1-hexylpiperidin-4-yl)carbamoyl]-4-methylpyrrolidin-3-yl]acetate). Isolated yield 100.0%. As a reaction SMILES: ClC1C=CC=C(Cl)C=1C[N:10]1[CH2:14][C@@H:13]([CH3:15])[C@@:12]([CH2:31][C:32]([O:34][C:35]([CH3:38])([CH3:37])[CH3:36])=[O:33])([C:16](=[O:30])[NH:17][CH:18]2[CH2:23][CH2:22][N:21]([CH2:24][CH2:25][CH2:26][CH2:27][CH2:28][CH3:29])[CH2:20][CH2:19]2)[CH2:11]1>[OH-].[Pd+2].[OH-].CO>[CH2:24]([N:21]1[CH2:20][CH2:19][CH:18]([NH:17][C:16]([C@:12]2([CH2:31][C:32]([O:34][C:35]([CH3:37])([CH3:36])[CH3:38])=[O:33])[C@H:13]([CH3:15])[CH2:14][NH:10][CH2:11]2)=[O:30])[CH2:23][CH2:22]1)[CH2:25][CH2:26][CH2:27][CH2:28][CH3:29] |f:1.2.3|. Reported procedure: Methanol (10 ml) and 20% palladium hydroxide (50 mg) were added to 250 mg of tert-butyl 2-[(3R*,4S*)-1-[(2,6-dichlorophenyl)methyl]-3-[(1-hexylpiperidin-4-yl)carbamoyl]-4-methylpyrrolidin-3-yl]acetate obtained in Example 10h, followed by stirring at room temperature for two hours under a hydrogen atmosphere. The reaction mixture was filtered, and the filtrate was concentrated to give the title compound (180 mg). Yield: 86.1%. Reaction SMILES: I.[NH2:2][C:3]1[N:4]([CH3:8])[CH2:5][CH2:6][N:7]=1.[OH-].[Na+].[C:11]1([N:17]=[C:18]=[S:19])[CH:16]=[CH:15][CH:14]=[CH:13][CH:12]=1>>[CH3:8][N:4]1[CH2:5][CH2:6][NH:7][C:3]1=[N:2][C:18]([NH:17][C:11]1[CH:16]=[CH:15][CH:14]=[CH:13][CH:12]=1)=[S:19] |f:0.1,2.3|. Reported procedure: 2-Amino-1-methylimidazoline hydroiodide (26.75 g, 0.117 mole) is converted to its free base form by treatment with 50% sodium hydroxide. The base is extracted with methylene chloride and the extract dried over potassium carbonate and filtered. To this solution is added phenylisothiocyanate (15.81 g, 0.117 mole) and the reaction mixture is refluxed for three hours. The hot solution is filtered, concentrated to a small volume in vacuo, ether added, chilled, and the solid filtered off to give 23.6 ... Product: CN1C(NCC1)=NC(=S)NC1=CC=CC=C1 (N-(1-methyl-2-imidazolidinylidene)-N'-phenylthiourea). Reactants: I.NC=1N(CCN1)C (2-Amino-1-methylimidazoline hydroiodide), [OH-].[Na+] (sodium hydroxide), C1(=CC=CC=C1)N=C=S (phenylisothiocyanate).